The task is: describe an organic reaction: reactants, conditions, products, and yield. This data is from the Open Reaction Database (ORD), a public repository of structured organic reaction records. Reactants: O=C1CCC1, O=C([O-])O, CC(=O)O, CCOC(C)=O, O=Cc1ccc(-c2ccc(C(CC3CCOCC3)c3ccc(S(=O)(=O)C4CC4)cc3)[nH]2)nc1, [Cl-], [Cl-], [Cl-], [Na+], [Ti+3]. Product: O=S(=O)(c1ccc(C(CC2CCOCC2)c2ccc(-c3ccc(C(O)C4(O)CCC4)cn3)[nH]2)cc1)C1CC1. Reaction SMILES: [C:34]1(=[O:38])[CH2:35][CH2:36][CH2:37]1.[C:39](=[O:40])([O-:41])[OH:42].[CH3:44][C:45](=[O:46])[OH:47].[CH3:48][CH2:49][O:50][C:51](=[O:52])[CH3:53].[CH:1]1([S:4](=[O:5])(=[O:6])[c:7]2[cH:8][cH:9][c:10]([CH:13]([CH2:14][CH:15]3[CH2:16][CH2:17][O:18][CH2:19][CH2:20]3)[c:21]3[cH:22][cH:23][c:24](-[c:26]4[cH:27][cH:28][c:29]([CH:32]=[O:33])[cH:30][n:31]4)[nH:25]3)[cH:11][cH:12]2)[CH2:2][CH2:3]1.[Cl-:54].[Cl-:55].[Cl-:56].[Na+:43].[Ti+3:57]>>[CH:1]1([S:4](=[O:5])(=[O:6])[c:7]2[cH:8][cH:9][c:10]([CH:13]([CH2:14][CH:15]3[CH2:16][CH2:17][O:18][CH2:19][CH2:20]3)[c:21]3[cH:22][cH:23][c:24](-[c:26]4[cH:27][cH:28][c:29]([CH:32]([OH:33])[C:34]5([OH:38])[CH2:35][CH2:36][CH2:37]5)[cH:30][n:31]4)[nH:25]3)[cH:11][cH:12]2)[CH2:2][CH2:3]1. Starting materials: CCO, Cc1c(-c2ccccc2)c(N2CCC(N(C)C)C2)c2oc(C=Cc3ccccc3)nc2c1C#N, CCO, Cl, [H][H], [Pd]. The product is Cc1c(-c2ccccc2)c(N2CCC(N(C)C)C2)c2oc(CCc3ccccc3)nc2c1C#N. Reaction SMILES: [CH2:35]([OH:36])[CH3:37].[CH3:1][N:2]([CH:3]1[CH2:4][N:5]([c:8]2[c:9](-[c:28]3[cH:29][cH:30][cH:31][cH:32][cH:33]3)[c:10]([CH3:27])[c:11]([C:25]#[N:26])[c:12]3[n:13][c:14]([CH:17]=[CH:18][c:19]4[cH:20][cH:21][cH:22][cH:23][cH:24]4)[o:15][c:16]23)[CH2:6][CH2:7]1)[CH3:34].[CH3:41][CH2:42][OH:43].[ClH:38].[H:39][H:40].[Pd:44]>>[CH3:1][N:2]([CH:3]1[CH2:4][N:5]([c:8]2[c:9](-[c:28]3[cH:29][cH:30][cH:31][cH:32][cH:33]3)[c:10]([CH3:27])[c:11]([C:25]#[N:26])[c:12]3[n:13][c:14]([CH2:17][CH2:18][c:19]4[cH:20][cH:21][cH:22][cH:23][cH:24]4)[o:15][c:16]23)[CH2:6][CH2:7]1)[CH3:34]. Starting materials: C1CCCCCC(=O)C(CCCC1)Br (α-bromocyclododecanone), dialkyl ester, C(CC(=O)O)(=O)O.[Na] (sodium malonic acid). The product is dialkyl ester, O=C1C(CCCCCCCCCC1)C(C(=O)O)C(=O)O (2-(2-oxocyclododec-1-yl)malonic acid). As a reaction SMILES: [CH2:1]1[CH2:13][CH2:12][CH2:11][CH2:10][CH:9](Br)[C:7](=[O:8])[CH2:6][CH2:5][CH2:4][CH2:3][CH2:2]1.[C:15]([OH:21])(=[O:20])[CH2:16][C:17]([OH:19])=[O:18].[Na]>>[O:8]=[C:7]1[CH2:6][CH2:5][CH2:4][CH2:3][CH2:2][CH2:1][CH2:13][CH2:12][CH2:11][CH2:10][CH:9]1[CH:16]([C:15]([OH:21])=[O:20])[C:17]([OH:19])=[O:18] |f:1.2,^1:21|. Procedure details: Reaction of α-bromocyclododecanone VI with the dialkyl ester of sodium malonic acid to obtain the dialkyl ester of 2-(2-oxocyclododec-1-yl)malonic acid VII.